From a dataset of the Open Reaction Database (ORD), a public repository of structured organic reaction records. describe an organic reaction: reactants, conditions, products, and yield Starting materials: COC(=O)CBr, O=[N+]([O-])c1cc(F)cc2cc(-c3ccccc3)[nH]c12. Product: COC(=O)CNc1cc(F)cc2cc(-c3ccccc3)[nH]c12. Reaction SMILES: [Br:20][CH2:21][C:22](=[O:23])[O:24][CH3:25].[N+:1]([O-:2])(=[O:3])[c:4]1[cH:5][c:6]([F:19])[cH:7][c:8]2[cH:9][c:10](-[c:13]3[cH:14][cH:15][cH:16][cH:17][cH:18]3)[nH:11][c:12]12>>[NH:1]([c:4]1[cH:5][c:6]([F:19])[cH:7][c:8]2[cH:9][c:10](-[c:13]3[cH:14][cH:15][cH:16][cH:17][cH:18]3)[nH:11][c:12]12)[CH2:21][C:22](=[O:23])[O:24][CH3:25]. Reactants: CC(=O)O, CCC(C)=O, CSC(=C[N+](=O)[O-])SC, OO. The product is CSC(=C[N+](=O)[O-])S(C)=O. RXN SMILES: [CH3:12][C:13](=[O:14])[OH:15].[CH3:16][C:17]([CH2:18][CH3:19])=[O:20].[CH3:1][S:2][C:3](=[CH:4][N+:5](=[O:6])[O-:7])[S:8][CH3:9].[OH:10][OH:11]>>[CH3:1][S:2]([C:3](=[CH:4][N+:5](=[O:6])[O-:7])[S:8][CH3:9])=[O:10]. The reactants are C#Cc1cccc(C)c1, Cc1nc(I)c(C)n1-c1cnn(C)c(=O)c1. Yields the product Cc1cccc(C#Cc2nc(C)n(-c3cnn(C)c(=O)c3)c2C)c1. Reaction SMILES: [C:17](#[CH:18])[c:19]1[cH:20][c:21]([CH3:25])[cH:22][cH:23][cH:24]1.[I:1][c:2]1[n:3][c:4]([CH3:16])[n:5](-[c:8]2[cH:9][c:10](=[O:15])[n:11]([CH3:14])[n:12][cH:13]2)[c:6]1[CH3:7]>>[c:2]1([C:18]#[C:17][c:19]2[cH:20][c:21]([CH3:25])[cH:22][cH:23][cH:24]2)[n:3][c:4]([CH3:16])[n:5](-[c:8]2[cH:9][c:10](=[O:15])[n:11]([CH3:14])[n:12][cH:13]2)[c:6]1[CH3:7]. Starting materials: C(C)(C)(C)C1=CC=C(C(NO)=N)C=C1 (4-(tert-Butyl)-N-hydroxybenzimidamide), CC1=NC(=NN1)C(=O)O (5-Methyl-1H-1,2,4-triazole-3-carboxylic acid), CCN=C=NCCCN(C)C.Cl (EDC.HCl), C=1C=CC2=C(C1)N=NN2O (HOBT). Solvent: CN(C)C=O (DMF), O (H2O), CCOC(=O)C (EtOAc). Reaction conditions: time 30 minute. Product: C(C)(C)(C)C1=CC=C(C=C1)C1=NOC(=N1)C1=NNC(=N1)C (3-(4-(tert-butyl)phenyl)-5-(5-methyl-1H-1,2,4-triazol-3-yl)-1,2,4-oxadiazole). Yield: 47.2%. As a reaction SMILES: [CH3:1][C:2]1[NH:6][N:5]=[C:4]([C:7]([OH:9])=O)[N:3]=1.CCN=C=NCCCN(C)C.Cl.C1C=CC2N(O)N=NC=2C=1.[C:32]([C:36]1[CH:45]=[CH:44][C:39]([C:40](=[NH:43])[NH:41]O)=[CH:38][CH:37]=1)([CH3:35])([CH3:34])[CH3:33]>CN(C=O)C.O.CCOC(C)=O>[C:32]([C:36]1[CH:45]=[CH:44][C:39]([C:40]2[N:41]=[C:7]([C:4]3[N:3]=[C:2]([CH3:1])[NH:6][N:5]=3)[O:9][N:43]=2)=[CH:38][CH:37]=1)([CH3:35])([CH3:33])[CH3:34] |f:1.2|. Procedure: 5-Methyl-1H-1,2,4-triazole-3-carboxylic acid (200 mg, 1.57 mmol), EDC.HCl (360 mg, 1.89 mmol), and HOBT (255 mg, 1.89 mmol) were dissolved in DMF (15 mL) and the solution was stirred at RT for 30 min. 4-(tert-Butyl)-N-hydroxybenzimidamide (363 mg, 1.89 mmol) was added and the reaction was stirred at RT for 1 h and then at 140° C. for an additional 2 h. The reaction mixture was cooled to RT, and diluted with H2O (100 mL) and EtOAc (100 mL). The organic layer was separated, washed with H2O (2×50 m... Reactants: CC(C(=O)Nc1ccc(CC2CCC(C(O)c3cccnc3)N2C(=O)OC(C)(C)C)cc1)N(C)C(=O)OC1c2ccccc2-c2ccccc21, C1CCNCC1, C1CCOC1, ClCCl. Product: CNC(C)C(=O)Nc1ccc(CC2CCC(C(O)c3cccnc3)N2C(=O)OC(C)(C)C)cc1. Reaction SMILES: [C:1]([CH3:2])([CH3:3])([CH3:4])[O:5][C:6](=[O:7])[N:8]1[CH:9]([CH2:21][c:22]2[cH:23][cH:24][c:25]([NH:28][C:29]([CH:30]([CH3:31])[N:32]([CH3:33])[C:34]([O:35][CH:36]3[c:37]4[cH:38][cH:39][cH:40][cH:41][c:42]4-[c:43]4[c:44]3[cH:45][cH:46][cH:47][cH:48]4)=[O:49])=[O:50])[cH:26][cH:27]2)[CH2:10][CH2:11][CH:12]1[CH:13]([c:14]1[cH:15][n:16][cH:17][cH:18][cH:19]1)[OH:20].[CH2:51]1[CH2:52][CH2:53][NH:54][CH2:55][CH2:56]1.[CH2:57]1[O:58][CH2:59][CH2:60][CH2:61]1.[Cl:62][CH2:63][Cl:64]>>[C:1]([CH3:2])([CH3:3])([CH3:4])[O:5][C:6](=[O:7])[N:8]1[CH:9]([CH2:21][c:22]2[cH:23][cH:24][c:25]([NH:28][C:29]([CH:30]([CH3:31])[NH:32][CH3:33])=[O:50])[cH:26][cH:27]2)[CH2:10][CH2:11][CH:12]1[CH:13]([c:14]1[cH:15][n:16][cH:17][cH:18][cH:19]1)[OH:20].